From a dataset of the Open Reaction Database (ORD), a public repository of structured organic reaction records. describe an organic reaction: reactants, conditions, products, and yield The reactants are NC=1SC(=C(N1)CCC)CC1=CC=C(C=C1)[N+](=O)[O-] (2-amino-5-(4-nitrobenzyl)-4-propylthiazole), C(C)(=O)OC(C)=O (acetic anhydride). The reagents and catalysts are CN(C1=CC=NC=C1)C (4-dimethylaminopyridine). Product: C(C)(=O)NC=1SC(=C(N1)CCC)CC1=CC=C(C=C1)[N+](=O)[O-] (2-acetamido-5-(4-nitrobenzyl)-4-propylthiazole). As a reaction SMILES: [NH2:1][C:2]1[S:3][C:4]([CH2:10][C:11]2[CH:16]=[CH:15][C:14]([N+:17]([O-:19])=[O:18])=[CH:13][CH:12]=2)=[C:5]([CH2:7][CH2:8][CH3:9])[N:6]=1.[C:20](OC(=O)C)(=[O:22])[CH3:21]>CN(C)C1C=CN=CC=1>[C:20]([NH:1][C:2]1[S:3][C:4]([CH2:10][C:11]2[CH:16]=[CH:15][C:14]([N+:17]([O-:19])=[O:18])=[CH:13][CH:12]=2)=[C:5]([CH2:7][CH2:8][CH3:9])[N:6]=1)(=[O:22])[CH3:21]. Procedure: 2 g (7.2 mmol) of 2-amino-5-(4-nitrobenzyl)-4-propylthiazole in 2.5 ml of acetic anhydride, in the presence of 88 mg of 4-dimethylaminopyridine (0.72 mmol), are heated at 80° C. for 1 hour. As the reaction mixture is cooled, the formation of a precipitate is observed. This is filtered off and washed with ether to give 1.6 g of the derivative 2-acetamido-5-(4-nitrobenzyl)-4-propylthiazole, which is pale yellow solid melting at 170° C.